Dataset: the Open Reaction Database (ORD), a public repository of structured organic reaction records. Task: describe an organic reaction: reactants, conditions, products, and yield Starting materials: COC(C1=CN=C(C=C1)OCC=1C(=NOC1C)C1=CC=CC=C1)=O (6-(5-methyl-3-phenyl-isoxazol-4-ylmethoxy)-nicotinic acid methyl ester), N1[C@H](CO)CCC1 (L-prolinol). Yields the product OC[C@H]1N(CCC1)C(=O)C=1C=NC(=CC1)OCC=1C(=NOC1C)C1=CC=CC=C1 (((S)-2-Hydroxymethyl-pyrrolidin-1-yl)-[6-(5-methyl-3-phenyl-isoxazol-4-ylmethoxy)-pyridin-3-yl]-methanone). Isolated yield 84.0%. Reaction SMILES: CO[C:3](=[O:24])[C:4]1[CH:9]=[CH:8][C:7]([O:10][CH2:11][C:12]2[C:13]([C:18]3[CH:23]=[CH:22][CH:21]=[CH:20][CH:19]=3)=[N:14][O:15][C:16]=2[CH3:17])=[N:6][CH:5]=1.[NH:25]1[CH2:31][CH2:30][CH2:29][C@H:26]1[CH2:27][OH:28]>>[OH:28][CH2:27][C@@H:26]1[CH2:29][CH2:30][CH2:31][N:25]1[C:3]([C:4]1[CH:5]=[N:6][C:7]([O:10][CH2:11][C:12]2[C:13]([C:18]3[CH:19]=[CH:20][CH:21]=[CH:22][CH:23]=3)=[N:14][O:15][C:16]=2[CH3:17])=[CH:8][CH:9]=1)=[O:24]. Reported procedure: As described for example 220, 6-(5-methyl-3-phenyl-isoxazol-4-ylmethoxy)-nicotinic acid methyl ester (120 mg, 0.37 mmol) was converted, using L-prolinol instead of 3-amino-1-propanol, to the title compound (122 mg, 84%) which was obtained as a colourless oil. MS: m/e=394.1 [M+H]+. Run at temperature 23 celsius, time 1 hour. The solvent is C(Cl)Cl (DCM), hexanes, CCOC(=O)C (EtOAc). Yield: 18.0%. Procedure: To a solution of ethyl 6H-thieno[2,3-b]pyrrole-5-carboxylate (0.55 g, 2.82 mmol) in DCM (10 mL) was added TBAF (1.0 M THF, 4.2 mL) followed by NBS (0.55 g, 3.1 mmol). The resulting mixture was allowed to stir at 23° C. for 1 h in the dark at which time the entire reaction mixture was placed on a silica gel column. Flash column chromatography (0-100% EtOAc in hexanes) affords one major peak containing a mixture of starting material, ethyl 4-bromo-6H-thieno[2,3-b]pyrrole-5-carboxylate, and 2,4-dib... Product: BrC=1C2=C(NC1C(=O)OCC)SC=C2 (ethyl 4-bromo-6H-thieno[2,3-b]pyrrole-5-carboxylate), BrC1=CC2=C(NC(=C2Br)C(=O)OCC)S1 (ethyl 2,4-dibromo-6H-thieno[2,3-b]pyrrole-5-carboxylate). The reactants are S1C=CC2=C1NC(=C2)C(=O)OCC (ethyl 6H-thieno[2,3-b]pyrrole-5-carboxylate), CCCC[N+](CCCC)(CCCC)CCCC.[F-] (TBAF), C1CC(=O)N(C1=O)Br (NBS), BrC=1C2=C(NC1C(=O)OCC)SC=C2 (ethyl 4-bromo-6H-thieno[2,3-b]pyrrole-5-carboxylate). As a reaction SMILES: S1C2NC(C(OCC)=O)=CC=2C=C1.CCCC[N+](CCCC)(CCCC)CCCC.[F-].C1C(=O)N([Br:39])C(=O)C1.[Br:40][C:41]1[C:42]2[CH:53]=[CH:52][S:51][C:43]=2[NH:44][C:45]=1[C:46]([O:48][CH2:49][CH3:50])=[O:47]>C(Cl)Cl.CCOC(C)=O>[Br:40][C:41]1[C:42]2[CH:53]=[CH:52][S:51][C:43]=2[NH:44][C:45]=1[C:46]([O:48][CH2:49][CH3:50])=[O:47].[Br:39][C:52]1[S:51][C:43]2[NH:44][C:45]([C:46]([O:48][CH2:49][CH3:50])=[O:47])=[C:41]([Br:40])[C:42]=2[CH:53]=1 |f:1.2|. RXN SMILES: [CH2:1]([NH:8][C:9]([CH3:21])([CH2:12][CH2:13][O:14]C1CCCCO1)[CH2:10][OH:11])[C:2]1[CH:7]=[CH:6][CH:5]=[CH:4][CH:3]=1.[OH-].[Na+]>Cl>[CH2:1]([NH:8][C:9]([CH3:21])([CH2:12][CH2:13][OH:14])[CH2:10][OH:11])[C:2]1[CH:7]=[CH:6][CH:5]=[CH:4][CH:3]=1 |f:1.2|. Solvent: Cl (HCl). Yields the product C(C1=CC=CC=C1)NC(CO)(CCO)C (2-Benzylamino-2-methyl-1,4-butanediol). The reactants are C(C1=CC=CC=C1)NC(CO)(CCOC1OCCCC1)C (2-Benzylamino-2-methyl-4-[(tetrahydro-2H-pyran-2-yl)oxy]butanol), [OH-].[Na+] (NaOH). Procedure details: The crude 2-benzylamino-2-methyl-4-[(tetrahydro-2H-pyran-2-yl)oxy]butanol (67D, 80.1 g, 0.273 mol) was dissolved in 3N HCl (128 mL). After 5 min the mixture was washed with Et2O (200 mL). The aqueous solution was concentrated by rotary evaporation to give a thick oil which was cooled and basified with excess 50% NaOH. The oily amine which formed was extracted with Et2O (3×200 mL). The Et2O extracts were combined and concentrated to give 63.6 g of a thick oil. Distillation gave 49.8 g (94%) of 2-... The reactants are OCC1=C(C=C(C=C1)[N+](=O)[O-])NC1=NC=CC(=N1)C=1C=NC=CC1 (N-(2-hydroxymethyl-5-nitro-phenyl)-4-(3-pyridinyl)-2-pyrimidinamine), [H][H] (hydrogen). Reagents/catalysts: [Ni] (Raney nickel). The solvent is C(C)O (ethanol). The product is NC=1C=CC(=C(C1)NC1=NC=CC(=N1)C=1C=NC=CC1)CO (N-(5-Amino-2-hydroxymethyl-phenyl)-4-(3-pyridinyl)-2-pyrimidinamine). RXN SMILES: [OH:1][CH2:2][C:3]1[CH:8]=[CH:7][C:6]([N+:9]([O-])=O)=[CH:5][C:4]=1[NH:12][C:13]1[N:18]=[C:17]([C:19]2[CH:20]=[N:21][CH:22]=[CH:23][CH:24]=2)[CH:16]=[CH:15][N:14]=1.[H][H]>C(O)C.[Ni]>[NH2:9][C:6]1[CH:7]=[CH:8][C:3]([CH2:2][OH:1])=[C:4]([NH:12][C:13]2[N:18]=[C:17]([C:19]3[CH:20]=[N:21][CH:22]=[CH:23][CH:24]=3)[CH:16]=[CH:15][N:14]=2)[CH:5]=1. Procedure details: A solution of N-(2-hydroxymethyl-5-nitro-phenyl)-4-(3-pyridinyl)-2-pyrimidinamine (0.23 g, 0.71 mmol) in ethanol (230 mL) is hydrogenated at atmospheric pressure over Raney nickel (0.2 g) at 25° C.. The calculated amount of hydrogen is taken up in 13 h. The mixture is then filtered and the solvent is evaporated off under reduced pressure to yield the crude product which is purified by column chromatography on silica gel, eluent 25% aqueous ammonia-ethanol-dichloromethane (1:9:90), to give the ti... Reactants: [Ag+], CCCN(c1cc(CBr)cc(Cl)n1)S(C)(=O)=O, CC(C)(C)c1cccc(C(C)(C)C)n1, CC(CO)(Cc1ccccc1)NC(=O)OC(C)(C)C, ClCCl, O=S(=O)([O-])C(F)(F)F. The product is CCCN(c1cc(COCC(C)(Cc2ccccc2)NC(=O)OC(C)(C)C)cc(Cl)n1)S(C)(=O)=O. RXN SMILES: [Ag+:62].[Br:20][CH2:21][c:22]1[cH:23][c:24]([N:29]([S:30](=[O:31])(=[O:32])[CH3:33])[CH2:34][CH2:35][CH3:36])[n:25][c:26]([Cl:28])[cH:27]1.[C:37]([c:38]1[cH:39][cH:40][cH:41][c:42]([C:43]([CH3:44])([CH3:45])[CH3:46])[n:47]1)([CH3:48])([CH3:49])[CH3:50].[CH2:1]([c:2]1[cH:3][cH:4][cH:5][cH:6][cH:7]1)[C:8]([CH2:9][OH:10])([CH3:11])[NH:12][C:13]([O:14][C:15]([CH3:16])([CH3:17])[CH3:18])=[O:19].[Cl:51][CH2:52][Cl:53].[S:54]([O-:55])([C:56]([F:57])([F:58])[F:59])(=[O:60])=[O:61]>>[CH2:1]([c:2]1[cH:3][cH:4][cH:5][cH:6][cH:7]1)[C:8]([CH2:9][O:10][CH2:21][c:22]1[cH:23][c:24]([N:29]([S:30](=[O:31])(=[O:32])[CH3:33])[CH2:34][CH2:35][CH3:36])[n:25][c:26]([Cl:28])[cH:27]1)([CH3:11])[NH:12][C:13]([O:14][C:15]([CH3:16])([CH3:17])[CH3:18])=[O:19]. Starting materials: suspension, [H-].[Na+] (sodium hydride), oil, C(C)OC=O (ethylformate), BrC=1C=C2CCC(C2=CC1)=O (5-bromo-1-indanone), O.NN (hydrazine monohydrate), C(C)(=O)O (acetic acid). Solvent: C1=CC=CC=C1 (benzene), C1=CC=CC=C1 (benzene). Conditions: time 17 hour. The product is BrC=1C=C2CC3=C(NN=C3)C2=CC1 (6-bromo-1,4-dihydroindeno[1,2-c]pyrazole). RXN SMILES: [H-].[Na+].[CH2:3](OC=O)C.[Br:8][C:9]1[CH:10]=[C:11]2[C:15](=[CH:16][CH:17]=1)[C:14](=O)[CH2:13][CH2:12]2.O.[NH2:20][NH2:21].C(O)(=O)C>C1C=CC=CC=1>[Br:8][C:9]1[CH:10]=[C:11]2[C:15](=[CH:16][CH:17]=1)[C:14]1[NH:20][N:21]=[CH:3][C:13]=1[CH2:12]2 |f:0.1,4.5|. Procedure details: To a mixture of a 60% suspension of sodium hydride in mineral oil (6.83 g, 284.8 mmol) and ethylformate (24.2 mL, 284.8 mmol) in benzene (100 mL) at about 0° C. was added a solution of 5-bromo-1-indanone (30.0 g, 142.4 mmol) in benzene (100 mL) over about 90 minutes. The reaction was then stirred for about 17 hours while being allowed to warm to room temperature. The formed precipitate was collected by filtration and was dissolved in ethanol (600 mL). To this solution was added hydrazine monohyd... Reactants: [N+](=O)([O-])C1=CC=C(C=C1)O (4-nitrophenol), [OH-].[K+] (potassium hydroxide), BrC(=C(F)F)F (bromotrifluoroethylene). Run in CN(C=O)C (dimethylformamide). Conditions: temperature 40 celsius, time 2 hour. The product is BrC(C(OC1=CC=C(C=C1)[N+](=O)[O-])(F)F)F (4-(2-bromo-1,1,2-trifluoroethoxy)-nitrobenzene). As a reaction SMILES: [N+:1]([C:4]1[CH:9]=[CH:8][C:7]([OH:10])=[CH:6][CH:5]=1)([O-:3])=[O:2].[OH-].[K+].[Br:13][C:14]([F:18])=[C:15]([F:17])[F:16]>CN(C)C=O>[Br:13][CH:14]([F:18])[C:15]([F:17])([F:16])[O:10][C:7]1[CH:8]=[CH:9][C:4]([N+:1]([O-:3])=[O:2])=[CH:5][CH:6]=1 |f:1.2|. Procedure details: 278 g of 4-nitrophenol and 56 g of potassium hydroxide were dissolved in 800 ml of dimethylformamide, 179 g of bromotrifluoroethylene were fed in, a little at a time, at 40° C., and stirring was then continued for 2 hours at 60° C. The solvent was removed under reduced pressure in a rotary evaporator, the residue was poured into ice-water and extracted with 3×500 ml of methylene chloride, the extract was washed with dilute sodium hydroxide solution and water and dried over Na2SO4, and the solven... Reactants: Cl (hydrochloric acid), OC1=CC=C(C=CC(=O)O)C=C1 (p-hydroxycinnamic acid), [OH-].[Na+] (sodium hydroxide), ClC1=NSN=C(C1=O)Cl (3,5-dichloro-4H-1,2,6-thiadiazin-4-one). The solvent is O (water). Reaction conditions: time 2 hour. The product is C(=O)(O)C=CC1=CC=C(OC2=NSN=C(C2=O)Cl)C=C1 (3-[4-(2-carboxyethenyl)phenoxy]-5-chloro-4H-1,2,6-thiadiazin-4-one). The yield is 93.7%. Reaction SMILES: [Cl:1][C:2]1[C:7](=[O:8])[C:6](Cl)=[N:5][S:4][N:3]=1.[OH:10][C:11]1[CH:21]=[CH:20][C:14]([CH:15]=[CH:16][C:17]([OH:19])=[O:18])=[CH:13][CH:12]=1.[OH-].[Na+].Cl>O>[C:17]([CH:16]=[CH:15][C:14]1[CH:13]=[CH:12][C:11]([O:10][C:6]2[C:7](=[O:8])[C:2]([Cl:1])=[N:3][S:4][N:5]=2)=[CH:21][CH:20]=1)([OH:19])=[O:18] |f:2.3|. Procedure: To a stirred suspension of 14.6 grams (0.08 mole) of 3,5-dichloro-4H-1,2,6-thiadiazin-4-one in 350 ml of water was added dropwise a previously prepared solution of 13.1 grams (0.08 mole) of p-hydroxycinnamic acid in 80 ml of aqueous 1 N sodium hydroxide. The reaction mixture was stirred for 2 hours at ambient temperature, then acidified with aqueous 6 N hydrochloric acid. A yellow precipitate was collected by vacuum filtration and washed with water, then dried for 5 hours/50° C. The solid was tr...